This data is from the Open Reaction Database (ORD), a public repository of structured organic reaction records. The task is: describe an organic reaction: reactants, conditions, products, and yield Starting materials: COC(=O)c1cc(OC)ccc1-c1ccc(F)cc1, CCO, [Na+], [OH-]. Yields the product COc1ccc(-c2ccc(F)cc2)c(C(=O)O)c1. As a reaction SMILES: [CH3:1][O:2][C:3]([c:4]1[c:5](-[c:12]2[cH:13][cH:14][c:15]([F:18])[cH:16][cH:17]2)[cH:6][cH:7][c:8]([O:10][CH3:11])[cH:9]1)=[O:19].[CH3:22][CH2:23][OH:24].[Na+:21].[OH-:20]>>[O:2]=[C:3]([c:4]1[c:5](-[c:12]2[cH:13][cH:14][c:15]([F:18])[cH:16][cH:17]2)[cH:6][cH:7][c:8]([O:10][CH3:11])[cH:9]1)[OH:19]. The reactants are C(C)(C)[N-]C(C)C.[Li+] (lithium diisopropylamide), O1CCCC1 (tetrahydrofuran), CI (methyl iodide), C1(=CC=CS1)C(=O)C1=CC=C(C=C1)CC(=O)OC (methyl 2-[p-(2-thenoyl)phenyl]acetate). Run in CN(P(=O)(N(C)C)N(C)C)C (hexamethylphosphoramide). Run at temperature -78 celsius, time 40 minute. The product is C1(=CC=CS1)C(=O)C1=CC=C(C(C(=O)OC)C)C=C1 (methyl p-(2-thenoyl)hydratropate). Reaction SMILES: [CH:1]([N-]C(C)C)(C)C.[Li+].O1CCCC1.[C:14]1([C:19]([C:21]2[CH:26]=[CH:25][C:24]([CH2:27][C:28]([O:30][CH3:31])=[O:29])=[CH:23][CH:22]=2)=[O:20])[S:18][CH:17]=[CH:16][CH:15]=1.CI>CN(C)P(N(C)C)(N(C)C)=O>[C:14]1([C:19]([C:21]2[CH:26]=[CH:25][C:24]([CH:27]([CH3:1])[C:28]([O:30][CH3:31])=[O:29])=[CH:23][CH:22]=2)=[O:20])[S:18][CH:17]=[CH:16][CH:15]=1 |f:0.1|. Procedure: A mixture of 4.27 parts of lithium diisopropylamide and 50 parts of tetrahydrofuran is cooled to -78° C. Then there are added 10.4 parts of methyl 2-[p-(2-thenoyl)phenyl]acetate and the mixture is stirred for 40 minutes. 6.25 Parts of methyl iodide dissolved in 2.15 parts of hexamethylphosphoramide are added at -78° C and the mixture is further stirred for 1 hour after which it is allowed to warm up to room temperature. The whole is poured onto water. The resulting mixture is extracted with diis... Reactants: C1(CCC(N1)=O)=O (succinimide), C(Cl)Cl (DCM), CN1N=CC(=C1C)CN1CCN(CC1)C1=NC=CN=C1C1=CC=C(C=C1)CO ({4-[4-(1,5-dimethyl-1H-pyrazol-4-ylmethyl)-3,4,5,6-tetrahydro-2H-[1,2′]bipyrazinyl-3′-yl]-phenyl}-methanol), N(=NC(=O)OCC)C(=O)OCC (diethyl azodicarboxylate), C1(=CC=CC=C1)P(C1=CC=CC=C1)C1=CC=CC=C1 (triphenylphosphine). Yields the product Cl.CN1N=CC(=C1C)CN1CCN(CC1)C1=NC=CN=C1C1=CC=C(CN2C(CCC2=O)=O)C=C1 (1-{4-[4-(1,5-Dimethyl-1H-pyrazol-4-ylmethyl)-3,4,5,6-tetrahydro-2H-[1,2′]bipyrazinyl-3′-yl]-benzyl}-pyrrolidine-2,5-dione hydrochloride). As a reaction SMILES: [C:1]1(=[O:7])[NH:5][C:4](=[O:6])[CH2:3][CH2:2]1.C1(P(C2C=CC=CC=2)C2C=CC=CC=2)C=CC=CC=1.[CH3:27][N:28]1[C:32]([CH3:33])=[C:31]([CH2:34][N:35]2[CH2:40][CH2:39][N:38]([C:41]3[C:46]([C:47]4[CH:52]=[CH:51][C:50]([CH2:53]O)=[CH:49][CH:48]=4)=[N:45][CH:44]=[CH:43][N:42]=3)[CH2:37][CH2:36]2)[CH:30]=[N:29]1.N(C(OCC)=O)=NC(OCC)=O.C(Cl)[Cl:68]>>[ClH:68].[CH3:27][N:28]1[C:32]([CH3:33])=[C:31]([CH2:34][N:35]2[CH2:36][CH2:37][N:38]([C:41]3[C:46]([C:47]4[CH:48]=[CH:49][C:50]([CH2:53][N:5]5[C:4](=[O:6])[CH2:3][CH2:2][C:1]5=[O:7])=[CH:51][CH:52]=4)=[N:45][CH:44]=[CH:43][N:42]=3)[CH2:39][CH2:40]2)[CH:30]=[N:29]1 |f:5.6|. Procedure: Dissolve succinimide (99 mg, 1.0 mmol) in dry DCM (5 mL) under nitrogen. Add triphenylphosphine (408 mg, 1.5 mmol) and stir for 20 min. at room temperature. Add {4-[4-(1,5-dimethyl-1H-pyrazol-4-ylmethyl)-3,4,5,6-tetrahydro-2H-[1,2′]bipyrazinyl-3′-yl]-phenyl}-methanol (378 mg, 1.0 mmol) and diethyl azodicarboxylate (0.19 mL, 1.1 mmol) and stir for 20 hr. Add water (10 mL), extract with DCM (2×5 mL). Pass the combined DCM extracts through an IST Phase Separator Frit®, concentrate and purify by SCX... The reactants are BrC1=CC(=C(C=C1)CBr)Cl (4-bromo-1-bromomethyl-2-chloro-benzene), C(C(=O)Cl)(=O)Cl (oxalylchloride), acid chloride, CN1C=C(C=CC1=O)C(=O)O (1-methyl-6-oxo-1,6-dihydro-pyridine-3-carboxylic acid). The reagents and catalysts are CN(C=O)C (N,N-dimethylformamide), C=1C=CC(=CC1)[P](C=2C=CC=CC2)(C=3C=CC=CC3)[Pd]([P](C=4C=CC=CC4)(C=5C=CC=CC5)C=6C=CC=CC6)([P](C=7C=CC=CC7)(C=8C=CC=CC8)C=9C=CC=CC9)[P](C=1C=CC=CC1)(C=1C=CC=CC1)C=1C=CC=CC1 (tetrakis(triphenylphosphine)palladium(0)), [Zn] (zinc). Solvent: COCCOC (1,2-dimethoxyethane), COCCOC (1,2-dimethoxyethane), C(Cl)Cl (CH2Cl2), COCCOC (1,2-dimethoxyethane). Conditions: time 1.5 hour. The product is BrC1=CC(=C(C=C1)CC(=O)C=1C=CC(N(C1)C)=O)Cl (5-[2-(4-Bromo-2-chloro-phenyl)-acetyl]-1-methyl-1H-pyridin-2-one). RXN SMILES: [CH3:1][N:2]1[C:7](=[O:8])[CH:6]=[CH:5][C:4]([C:9]([OH:11])=O)=[CH:3]1.C(Cl)(=O)C(Cl)=O.[Br:18][C:19]1[CH:24]=[CH:23][C:22]([CH2:25]Br)=[C:21]([Cl:27])[CH:20]=1>C(Cl)Cl.CN(C)C=O.COCCOC.[Zn].C1C=CC([P]([Pd]([P](C2C=CC=CC=2)(C2C=CC=CC=2)C2C=CC=CC=2)([P](C2C=CC=CC=2)(C2C=CC=CC=2)C2C=CC=CC=2)[P](C2C=CC=CC=2)(C2C=CC=CC=2)C2C=CC=CC=2)(C2C=CC=CC=2)C2C=CC=CC=2)=CC=1>[Br:18][C:19]1[CH:24]=[CH:23][C:22]([CH2:25][C:9]([C:4]2[CH:5]=[CH:6][C:7](=[O:8])[N:2]([CH3:1])[CH:3]=2)=[O:11])=[C:21]([Cl:27])[CH:20]=1 |^1:46,48,67,86|. Reported procedure: To a suspension of 1-methyl-6-oxo-1,6-dihydro-pyridine-3-carboxylic acid (606 mg) in CH2Cl2 (5 ml) were added one drop of N,N-dimethylformamide and oxalylchloride (803 mg). The mixture was stirred at room temperature for 1.5 h and was then concentrated to dryness. 1,2-Dimethoxyethane was added and the solvent was evaporated again to give the crude acid chloride. To a suspension of zinc powder (517 mg) in 1,2-dimethoxyethane (5 ml) was added tetrakis(triphenylphosphine)palladium(0) (55 mg). A sus... The reactants are [Na] (sodium), Cl (hydrochloric acid), [N+](=O)([O-])C1=C(C=CC=C1)CC(=O)OCC (ethyl (2-nitrophenyl)acetate), N(=O)OCCC(C)C (isoamyl nitrite), [O-]CC.[Na+] (sodium ethoxide). The solvent is O (water), C(C)O (ethanol), C(C)O (ethanol), C(C)O (ethanol). The product is [N+](=O)([O-])C1=C(C=CC=C1)C(C(=O)OCC)=NO (ethyl (2-nitrophenyl)glyoxylate oxime). RXN SMILES: [N+:1]([C:4]1[CH:9]=[CH:8][CH:7]=[CH:6][C:5]=1[CH2:10][C:11]([O:13][CH2:14][CH3:15])=[O:12])([O-:3])=[O:2].[N:16](OCCC(C)C)=[O:17].[O-]CC.[Na+].[Na].Cl>C(O)C.O>[N+:1]([C:4]1[CH:9]=[CH:8][CH:7]=[CH:6][C:5]=1[C:10](=[N:16][OH:17])[C:11]([O:13][CH2:14][CH3:15])=[O:12])([O-:3])=[O:2] |f:2.3,^1:27|. Procedure: A mixture of 50 g of ethyl (2-nitrophenyl)acetate, 30 g of isoamyl nitrite and 400 ml of ethanol was added to sodium ethoxide prepared by treating 5.1 g of sodium with 100 ml of ethanol and diluting with ethanol to 100 ml. The mixture was heated at 50°-60° C. for 4 hours, cooled, 400 ml of water was added, the mixture was acidified with 6N hydrochloric acid and extracted with ether. The extract was stripped of solvent, and the residue was recrystallized from benzene to give ethyl (2-nitrophenyl)... The reactants are N([C@H](CCCCNC(=O)OC(C)(C)C)C(=O)O)C(=O)OCC1=CC=CC=C1 (Z-D-Lys(Boc)-OH), C1CCC(CC1)N=C=NC2CCCCC2 (DCC), N[C@@H](CC1=CC=CC=C1)C(=O)OC.Cl (H-Phe-OMe.HCl), C=1C=CC2=C(C1)N=NN2O (HOBt). Solvent: CN(C=O)C (dimethylformamide). Run at time 8 hour. Product: N([C@H](CCCCNC(=O)OC(C)(C)C)C(=O)N[C@@H](CC1=CC=CC=C1)C(=O)OC)C(=O)OCC1=CC=CC=C1 (Z-D-Lys(Boc)-Phe-OMe). RXN SMILES: [NH:1]([C:18]([O:20][CH2:21][C:22]1[CH:27]=[CH:26][CH:25]=[CH:24][CH:23]=1)=[O:19])[C@@H:2]([C:15]([OH:17])=O)[CH2:3][CH2:4][CH2:5][CH2:6][NH:7][C:8]([O:10][C:11]([CH3:14])([CH3:13])[CH3:12])=[O:9].[NH2:28][C@H:29]([C:37]([O:39][CH3:40])=[O:38])[CH2:30][C:31]1[CH:36]=[CH:35][CH:34]=[CH:33][CH:32]=1.Cl.C1C=CC2N(O)N=NC=2C=1.C1CCC(N=C=NC2CCCCC2)CC1>CN(C)C=O>[NH:1]([C:18]([O:20][CH2:21][C:22]1[CH:27]=[CH:26][CH:25]=[CH:24][CH:23]=1)=[O:19])[C@@H:2]([C:15]([NH:28][C@H:29]([C:37]([O:39][CH3:40])=[O:38])[CH2:30][C:31]1[CH:36]=[CH:35][CH:34]=[CH:33][CH:32]=1)=[O:17])[CH2:3][CH2:4][CH2:5][CH2:6][NH:7][C:8]([O:10][C:11]([CH3:12])([CH3:13])[CH3:14])=[O:9] |f:1.2|. Procedure details: 43.2 g of Z-D-Lys(Boc)-OH, prepared analogously to the L-compound, are dissolved in 400 ml of dimethylformamide. 24.5 g of H-Phe-OMe.HCl, 15.33 g of HOBt, 14.53 ml of NEM and, with stirring, 25 g of DCC are added, and the mixture is left to stand overnight at room temperature. After the urea has been filtered off, the solvent is distilled off in vacuo and the oily residue is recrystallized from 200 ml of 80% strength ethanol.